The task is: describe an organic reaction: reactants, conditions, products, and yield. This data is from the Open Reaction Database (ORD), a public repository of structured organic reaction records. The reactants are CN(C)C=O, N#Cc1cc([N+](=O)[O-])ccc1Cl, [H-], [Na+], O, OC1CCCCC1. The product is N#Cc1cc([N+](=O)[O-])ccc1OC1CCCCC1. RXN SMILES: [CH3:1][N:2]([CH3:3])[CH:4]=[O:5].[Cl:6][c:7]1[c:8]([C:9]#[N:10])[cH:11][c:12]([N+:15](=[O:16])[O-:17])[cH:13][cH:14]1.[H-:25].[Na+:26].[OH2:27].[OH:18][CH:19]1[CH2:20][CH2:21][CH2:22][CH2:23][CH2:24]1>>[c:7]1([O:18][CH:19]2[CH2:20][CH2:21][CH2:22][CH2:23][CH2:24]2)[c:8]([C:9]#[N:10])[cH:11][c:12]([N+:15](=[O:16])[O-:17])[cH:13][cH:14]1. The reactants are CC(=O)O, O=C1CCC(=O)N1Cl, Cc1cscc1NC(=N)NC1CCCCC12OCCO2. Product: Cc1csc(Cl)c1NC(=N)NC1CCCCC12OCCO2. Reaction SMILES: [CH3:29][C:30](=[O:31])[OH:32].[Cl:21][N:22]1[C:23](=[O:24])[CH2:25][CH2:26][C:27]1=[O:28].[O:1]1[CH2:2][CH2:3][O:4][C:5]12[CH:6]([NH:11][C:12](=[NH:13])[NH:14][c:15]1[cH:16][s:17][cH:18][c:19]1[CH3:20])[CH2:7][CH2:8][CH2:9][CH2:10]2>>[O:1]1[CH2:2][CH2:3][O:4][C:5]12[CH:6]([NH:11][C:12](=[NH:13])[NH:14][c:15]1[c:16]([Cl:21])[s:17][cH:18][c:19]1[CH3:20])[CH2:7][CH2:8][CH2:9][CH2:10]2. Reactants: COc1ccc(S(=O)(=O)Cl)cc1, ClCCl, O, OCCNCCO, c1ccncc1. Yields the product COc1ccc(S(=O)(=O)N(CCO)CCO)cc1. As a reaction SMILES: [CH3:14][O:15][c:16]1[cH:17][cH:18][c:19]([S:22](=[O:23])(=[O:24])[Cl:25])[cH:20][cH:21]1.[Cl:27][CH2:28][Cl:29].[OH2:26].[OH:1][CH2:2][CH2:3][NH:4][CH2:5][CH2:6][OH:7].[cH:8]1[cH:9][cH:10][n:11][cH:12][cH:13]1>>[OH:1][CH2:2][CH2:3][N:4]([CH2:5][CH2:6][OH:7])[S:22]([c:19]1[cH:18][cH:17][c:16]([O:15][CH3:14])[cH:21][cH:20]1)(=[O:23])=[O:24]. Starting materials: [Cl-].C1(=CC=CC=C1)C(N1C=NC(=C1)CCC)(C1=CC=CC=C1)C1=CC=CC=C1 (3-(1-triphenylmethyl-1H-imidazol-4-yl)propane chloride), C1(CCCCC1)CC[O-].[Na+] (sodium 2-cyclo-hexylethanolate). The product is N1C=NC(=C1)CCCOCCC1CCCCC1 (2-Cyclohexylethyl 3-(1H-imidazol-4-yl)propyl ether). RXN SMILES: [Cl-].C1(C(C2C=CC=CC=2)(C2C=CC=CC=2)[N:9]2[CH:13]=[C:12]([CH2:14][CH2:15][CH3:16])[N:11]=[CH:10]2)C=CC=CC=1.[CH:29]1([CH2:35][CH2:36][O-:37])[CH2:34][CH2:33][CH2:32][CH2:31][CH2:30]1.[Na+]>>[NH:9]1[CH:13]=[C:12]([CH2:14][CH2:15][CH2:16][O:37][CH2:36][CH2:35][CH:29]2[CH2:34][CH2:33][CH2:32][CH2:31][CH2:30]2)[N:11]=[CH:10]1 |f:0.1,2.3|. Procedure details: 5 mmol of 3-(1-triphenylmethyl-1H-imidazol-4-yl)propane chloride (see Example 63) and 15 mmol of sodium 2-cyclo-hexylethanolate are treated as described in Example 5. Starting materials: 8,5-cyano-4-fluoro-2-hydroxy-N-(3-nitro-benzyl)-benzamide, C(C)OC(COC1=C(C=C(C(=C1)F)C#N)C(NCC1=CC(=CC=C1)[N+](=O)[O-])=O)=O ([4-cyano-5-fluoro-2-(3-nitro-benzylcarbamoyl)-phenoxy]-acetic acid ethyl ester), CO (methanol). The solvent is O1CCOCC1 (dioxane), ClCCl (dichloromethane). The product is C(#N)C1=CC(=C(OCC(=O)O)C=C1F)C(NCC1=CC(=CC=C1)[N+](=O)[O-])=O ([4-Cyano-5-fluoro-2-(3-nitro-benzylcarbamoyl)-phenoxy]-acetic acid). RXN SMILES: C([O:3][C:4](=[O:29])[CH2:5][O:6][C:7]1[CH:12]=[C:11]([F:13])[C:10]([C:14]#[N:15])=[CH:9][C:8]=1[C:16](=[O:28])[NH:17][CH2:18][C:19]1[CH:24]=[CH:23][CH:22]=[C:21]([N+:25]([O-:27])=[O:26])[CH:20]=1)C.CO>O1CCOCC1.ClCCl>[C:14]([C:10]1[C:11]([F:13])=[CH:12][C:7]([O:6][CH2:5][C:4]([OH:29])=[O:3])=[C:8]([C:16](=[O:28])[NH:17][CH2:18][C:19]2[CH:24]=[CH:23][CH:22]=[C:21]([N+:25]([O-:27])=[O:26])[CH:20]=2)[CH:9]=1)#[N:15]. Procedure: [4-Cyano-5-fluoro-2-(3-nitro-benzylcarbamoyl)-phenoxy]-acetic acid was prepared in an analogous manner to that set forth in Example 45 (Steps 8–9) except that in Step 8,5-cyano-4-fluoro-2-hydroxy-N-(3-nitro-benzyl)-benzamide was used in place of N-(4-bromo-2-fluorobenzyl)-4-fluoro-2-hydroxy-5-methyl-benzamide. In Step 9, special care was taken in the hydrolysis of [4-cyano-5-fluoro-2-(3-nitro-benzylcarbamoyl)-phenoxy]-acetic acid ethyl ester. The hydrolysis was performed in dioxane instead of et... Reactants: C(=O)NC=1SC(=C(N1)C(C(=O)NC1[C@@H]2N(C(=CCS2)C(=O)O)C1=O)=NOCC(=O)OC(C)(C)C)Cl (7-[2-(2-formamido-5-chlorothiazol-4-yl)-2-tert-butoxycarbonylmethoxyiminoacetamido]-3-cephem-4-carboxylic acid), Cl (hydrochloric acid), C([O-])(O)=O.[Na+] (sodium bicarbonate), resultant solution. The solvent is CO (methanol). Yields the product NC=1SC(=C(N1)C(C(=O)NC1[C@@H]2N(C(=CCS2)C(=O)O)C1=O)=NOCC(=O)OC(C)(C)C)Cl (7-[2-(2-amino-5-chlorothiazol-4-yl)-2-tert-butoxycarbonylmethoxyiminoacetamido]-3-cephem-4-carboxylic acid). Yield: 90.3%. Reaction SMILES: C([NH:3][C:4]1[S:5][C:6]([Cl:35])=[C:7]([C:9](=[N:25][O:26][CH2:27][C:28]([O:30][C:31]([CH3:34])([CH3:33])[CH3:32])=[O:29])[C:10]([NH:12][CH:13]2[C:23](=[O:24])[N:15]3[C:16]([C:20]([OH:22])=[O:21])=[CH:17][CH2:18][S:19][C@H:14]23)=[O:11])[N:8]=1)=O.Cl.C(=O)(O)[O-].[Na+]>CO>[NH2:3][C:4]1[S:5][C:6]([Cl:35])=[C:7]([C:9](=[N:25][O:26][CH2:27][C:28]([O:30][C:31]([CH3:33])([CH3:32])[CH3:34])=[O:29])[C:10]([NH:12][CH:13]2[C:23](=[O:24])[N:15]3[C:16]([C:20]([OH:22])=[O:21])=[CH:17][CH2:18][S:19][C@H:14]23)=[O:11])[N:8]=1 |f:2.3|. Reported procedure: To a solution of 7-[2-(2-formamido-5-chlorothiazol-4-yl)-2-tert-butoxycarbonylmethoxyiminoacetamido]-3-cephem-4-carboxylic acid (syn isomer) (2.1 g) in methanol (50 ml) was added conc. hydrochloric acid (1.35 ml) at 32° to 35° C. The mixture was stirred for an hour at the same temperature. The resultant solution was adjusted to pH 5.0 with a saturated aqueous solution of sodium bicarbonate. After removing the solvent, the residual insoluble precipitates were collected by filtration. The precipit...